This data is from the Open Reaction Database (ORD), a public repository of structured organic reaction records. The task is: describe an organic reaction: reactants, conditions, products, and yield Starting materials: [BH4-], CCO, C1COCCO1, CC(=O)O, O=[N+]([O-])C=Cc1ccccc1, [Na+], C1COCCO1. Yields the product O=[N+]([O-])CCc1ccccc1. RXN SMILES: [BH4-:1].[CH2:18]([OH:19])[CH3:20].[CH2:27]1[O:28][CH2:29][CH2:30][O:31][CH2:32]1.[CH3:14][C:15](=[O:16])[OH:17].[N+:3](=[O:4])([O-:5])[CH:6]=[CH:7][c:8]1[cH:9][cH:10][cH:11][cH:12][cH:13]1.[Na+:2].[O:21]1[CH2:22][CH2:23][O:24][CH2:25][CH2:26]1>>[N+:3](=[O:4])([O-:5])[CH2:6][CH2:7][c:8]1[cH:9][cH:10][cH:11][cH:12][cH:13]1. Reactants: OC1=CC=C(OCC(=O)NC)C=C1 (2-(4-hydroxy-phenoxy)-N-methyl-acetamide), C([O-])([O-])=O.[K+].[K+] (potassium carbonate), BrCC1=CC=C(C#N)C=C1 (4-bromomethyl-benzonitrile), O (water). Run in CC(CC)=O (2-butanone). Run at time 60 hour. The product is C(#N)C1=CC=C(COC2=CC=C(OCC(=O)NC)C=C2)C=C1 (2-[4-(4-cyano-benzyloxy)-phenoxy]-N-methyl-acetamide). Yield: 91.0%. Reaction SMILES: [OH:1][C:2]1[CH:13]=[CH:12][C:5]([O:6][CH2:7][C:8]([NH:10][CH3:11])=[O:9])=[CH:4][CH:3]=1.C(=O)([O-])[O-].[K+].[K+].Br[CH2:21][C:22]1[CH:29]=[CH:28][C:25]([C:26]#[N:27])=[CH:24][CH:23]=1.O>CC(=O)CC>[C:26]([C:25]1[CH:28]=[CH:29][C:22]([CH2:21][O:1][C:2]2[CH:3]=[CH:4][C:5]([O:6][CH2:7][C:8]([NH:10][CH3:11])=[O:9])=[CH:12][CH:13]=2)=[CH:23][CH:24]=1)#[N:27] |f:1.2.3|. Reported procedure: A solution of 500 mg of 2-(4-hydroxy-phenoxy)-N-methyl-acetamide in 25 ml of 2-butanone was treated with 762 mg of potassium carbonate and 595 mg of 4-bromomethyl-benzonitrile. The reaction mixture was stirred at room temperature for 60 h. For the working-up, the reaction mixture was treated with water, then extracted with ethyl acetate. The aqueous layer was re-extracted with ethyl acetate, the combined organic layers were dried over magnesium sulphate and evaporated under reduced pressure. The...